From a dataset of the Open Reaction Database (ORD), a public repository of structured organic reaction records. describe an organic reaction: reactants, conditions, products, and yield Starting materials: BrC1=C(C=C(C=C1)[N+](=O)[O-])NN ((2-Bromo-5-nitrophenyl)-hydrazine), ClC1=CC=C(OCC(C)=O)C=C1 (1-(4-Chloro-phenoxy)-propan-2-one). Solvent: CC#N (MeCN), O (water). Run at temperature 75 celsius, time 16 hour. The product is BrC=1C=CC(=C2C(=C(NC12)C)OC1=CC=C(C=C1)Cl)[N+](=O)[O-] (7-Bromo-3-(4-chlorophenoxy)-2-methyl-4-nitro-1H-indole). Reaction SMILES: [Br:1][C:2]1[CH:7]=[CH:6][C:5]([N+:8]([O-:10])=[O:9])=[CH:4][C:3]=1[NH:11]N.[Cl:13][C:14]1[CH:24]=[CH:23][C:17]([O:18][CH2:19][C:20](=O)[CH3:21])=[CH:16][CH:15]=1>CC#N.O>[Br:1][C:2]1[CH:7]=[CH:6][C:5]([N+:8]([O-:10])=[O:9])=[C:4]2[C:3]=1[NH:11][C:20]([CH3:21])=[C:19]2[O:18][C:17]1[CH:16]=[CH:15][C:14]([Cl:13])=[CH:24][CH:23]=1. Reported procedure: A mixture of the compound from (i) (2.4 g) and 1-(4-Chloro-phenoxy)-propan-2-one (1.65 g) in MeCN (20 ml) and water (5 ml) was stirred for 16 h. The volatiles were removed in vacuo. AcOH (50 ml) was added and the reaction heated at 75° C. for 72 h. The volatiles were evaporated under reduced pressure and the residue was purified by chromatography on silica eluting with 5% ethylacetate/iso-hexane. Yield 0.34 g The reactants are C(N)(=O)C=1OC2=C(C1)C=CC=C2OCC2CO2 (2-carbamoyl-7-(2,3-epoxypropoxy)benzofuran), Cl.CC1=C(C=CC=C1)N1CCNCC1 (1-(2-methylphenyl)piperazine hydrochloride). The product is C(N)(=O)C=1OC2=C(C1)C=CC=C2OCC(CN2CCN(CC2)C2=C(C=CC=C2)C)O (2-carbamoyl-7-{2-hydroxy-3-[4-(2-methylphenyl)piperazinyl]propoxy}benzofuran). Reaction SMILES: [C:1]([C:4]1[O:5][C:6]2[C:12]([O:13][CH2:14][CH:15]3[O:17][CH2:16]3)=[CH:11][CH:10]=[CH:9][C:7]=2[CH:8]=1)(=[O:3])[NH2:2].Cl.[CH3:19][C:20]1[CH:25]=[CH:24][CH:23]=[CH:22][C:21]=1[N:26]1[CH2:31][CH2:30][NH:29][CH2:28][CH2:27]1>>[C:1]([C:4]1[O:5][C:6]2[C:12]([O:13][CH2:14][CH:15]([OH:17])[CH2:16][N:29]3[CH2:30][CH2:31][N:26]([C:21]4[CH:22]=[CH:23][CH:24]=[CH:25][C:20]=4[CH3:19])[CH2:27][CH2:28]3)=[CH:11][CH:10]=[CH:9][C:7]=2[CH:8]=1)(=[O:3])[NH2:2] |f:1.2|. Procedure details: The procedures of Example 10 were repeated except that 1.2 g (0.005 mole) of 2-carbamoyl-7-(2,3-epoxypropoxy)benzofuran and 1.2 g (0.0055 mole) of 1-(2-methylphenyl)piperazine hydrochloride were employed. The obtained concentrated residue was crystallized from ethyl acetate and petroleum ether. Run in O (water). As a reaction SMILES: [CH3:1][C:2]1([CH2:6][O:7][CH2:8][CH2:9][CH2:10][CH2:11][CH2:12][CH2:13][O:14][C:15]2[CH:25]=[CH:24][C:18]([C:19]([O:21]CC)=[O:20])=[CH:17][CH:16]=2)[CH2:5][O:4][CH2:3]1.[OH-].[Na+].Cl>O>[CH3:1][C:2]1([CH2:6][O:7][CH2:8][CH2:9][CH2:10][CH2:11][CH2:12][CH2:13][O:14][C:15]2[CH:16]=[CH:17][C:18]([C:19]([OH:21])=[O:20])=[CH:24][CH:25]=2)[CH2:5][O:4][CH2:3]1 |f:1.2|. Procedure: A mixture of ethyl 4-[6-(3-methyloxetane-3-yl-methoxy)hexyloxy]benzoate (83 g), sodium hydroxide (12 g), water (50 mL), and Solmix (registered trademark: 200 ml) was refluxed for 2 hours. The reaction mixture was rendered acidic with hydrochloric acid, extracted with ethyl acetate and an organic layer was dried over anhydrous magnesium sulfate. The solvent was distilled off to obtain 4-[6-(3-methyloxetane-3-ylmethoxy)hexyloxy)benzoic acid (OX1: 63 g). Melting point: 58.5° C. Product: CC1(COC1)COCCCCCCOC1=CC=C(C(=O)O)C=C1 (4-[6-(3-methyloxetane-3-ylmethoxy)hexyloxy)benzoic acid). Isolated yield 82.5%. The reactants are CC1(COC1)COCCCCCCOC1=CC=C(C(=O)OCC)C=C1 (ethyl 4-[6-(3-methyloxetane-3-yl-methoxy)hexyloxy]benzoate), [OH-].[Na+] (sodium hydroxide), Cl (hydrochloric acid). Reactants: OC1=CC=C(OC2=CC=C(CNC(CC)=O)C=C2)C=C1 (N-[4-(4-hydroxy-phenoxy)-benzyl]-propionamide), polystyrene, BrC1(C(NC(NC1=O)=O)=O)CCOCC (5-bromo-5-(2-ethoxy-ethyl)-pyrimidine-2,4,6-trione), CCCCC=CCCCC (dec-5-ene), C1(C(OC(O1)(C(F)(F)F)C(F)(F)F)(F)F)(C2(C(OC(O2)(C(F)(F)F)C(F)(F)F)(F)F)F)F (PTBD), C(CC)(=O)N (propionamide). Solvent: C(C)#N (acetonitrile). Product: C(C)OCCC1(C(NC(NC1=O)=O)=O)OC1=CC=C(OC2=CC=C(CNC(CC)=O)C=C2)C=C1 (N-(4-{4-[5-(2-Ethoxy-ethyl)-2,4,6trioxo-hexahydro-pyrimidin-5-yloxy]phenoxy}-benzyl)-propionamide). Reaction SMILES: [OH:1][C:2]1[CH:20]=[CH:19][C:5]([O:6][C:7]2[CH:18]=[CH:17][C:10]([CH2:11][NH:12][C:13](=[O:16])[CH2:14][CH3:15])=[CH:9][CH:8]=2)=[CH:4][CH:3]=1.Br[C:22]1([CH2:31][CH2:32][O:33][CH2:34][CH3:35])[C:27](=[O:28])[NH:26][C:25](=[O:29])[NH:24][C:23]1=[O:30].CCCCC=CCCCC.C1(F)(C2(F)OC(C(F)(F)F)(C(F)(F)F)OC2(F)F)OC(C(F)(F)F)(C(F)(F)F)OC1(F)F.C(N)(=O)CC>C(#N)C>[CH2:34]([O:33][CH2:32][CH2:31][C:22]1([O:1][C:2]2[CH:3]=[CH:4][C:5]([O:6][C:7]3[CH:18]=[CH:17][C:10]([CH2:11][NH:12][C:13](=[O:16])[CH2:14][CH3:15])=[CH:9][CH:8]=3)=[CH:19][CH:20]=2)[C:23](=[O:30])[NH:24][C:25](=[O:29])[NH:26][C:27]1=[O:28])[CH3:35]. Procedure: Following the procedure outlined for the preparation of Example 1, N-[4-(4-hydroxy-phenoxy)-benzyl]-propionamide (0.13 g, 0.47 mmol) was reacted with 5-bromo-5-(2-ethoxy-ethyl)-pyrimidine-2,4,6-trione (0.13 g, 0.48 mmol), 1,5,7-trazabicyclo[4.4.0]dec-5-ene bound to polystyrene crosslinked with 2% DVB (PTBD, Fluka, 0.31 g) and 1.55 mL of acetonitrile, benzyl)-propionamide (0.060 g) as a colorless solid. The reactants are CCOCC, CO, C=[N+]=[N-], COc1cc(C)cc(C(=O)O)c1C1=CC(=O)c2c(O)cccc2C1=O. The product is COC(=O)c1cc(C)cc(OC)c1C1=CC(=O)c2c(O)cccc2C1=O. As a reaction SMILES: [CH3:26][CH2:27][O:28][CH2:29][CH3:30].[CH3:34][OH:35].[N+:31](=[CH2:32])=[N-:33].[OH:1][c:2]1[c:3]2[c:8]([cH:9][cH:10][cH:11]1)[C:7](=[O:12])[C:6]([c:13]1[c:14]([C:15](=[O:16])[OH:17])[cH:18][c:19]([CH3:24])[cH:20][c:21]1[O:22][CH3:23])=[CH:5][C:4]2=[O:25]>>[OH:1][c:2]1[c:3]2[c:8]([cH:9][cH:10][cH:11]1)[C:7](=[O:12])[C:6]([c:13]1[c:14]([C:15](=[O:16])[O:17][CH3:26])[cH:18][c:19]([CH3:24])[cH:20][c:21]1[O:22][CH3:23])=[CH:5][C:4]2=[O:25]. Starting materials: [BH3-]C#N, O=C1CCN(Cc2ccccc2)CC1, CN, CO, Cl, [Na+]. Yields the product CNC1CCN(Cc2ccccc2)CC1. RXN SMILES: [C:18](#[N:19])[BH3-:20].[CH2:1]([c:2]1[cH:3][cH:4][cH:5][cH:6][cH:7]1)[N:8]1[CH2:9][CH2:10][C:11](=[O:14])[CH2:12][CH2:13]1.[CH3:16][NH2:17].[CH3:22][OH:23].[ClH:15].[Na+:21]>>[CH2:1]([c:2]1[cH:3][cH:4][cH:5][cH:6][cH:7]1)[N:8]1[CH2:9][CH2:10][CH:11]([NH:19][CH3:18])[CH2:12][CH2:13]1. Reported procedure: To 300 mL of THF was added with cooling (ice-bath) 300 mL (0.3 mol) of 1M TiCl4 in methylene chloride and the mixture was stirred for 10 min. To the above mixture was added at room temperature 90.5 mL (0.6 mol) of TMEDA, the mixture was stirred for 10 min, and then 44.12 g (0.675 mol) of Zn dust was added with cooling to maintain the mixture at room temperature and stirred for 40 min. To the resulting reaction mixture was added dropwise to a mixture of ethyl 3-furoate (10.5 g, 0.075 mol), 31 g (... Solvent: C(Cl)Cl (methylene chloride), C1CCOC1 (THF), C1CCOC1 (THF). The reagents and catalysts are [Zn] (Zn), Cl[Ti](Cl)(Cl)Cl (TiCl4). Reaction conditions: time 10 minute. The product is O1C=C(C=C1)C(=CC)OCC (1-(3-furyl)-1-ethoxy-2-methylethylene). The yield is 54.3%. Reaction SMILES: CN([CH2:4][CH2:5]N(C)C)C.[O:9]1[CH:13]=[CH:12][C:11]([C:14]([O:16][CH2:17][CH3:18])=O)=[CH:10]1.BrC(Br)C.C(=O)([O-])[O-].[K+].[K+]>C(Cl)Cl.C1COCC1.Cl[Ti](Cl)(Cl)Cl.[Zn]>[O:9]1[CH:13]=[CH:12][C:11]([C:14]([O:16][CH2:17][CH3:18])=[CH:4][CH3:5])=[CH:10]1 |f:3.4.5|. Starting materials: CN(C)CCN(C)C (TMEDA), C([O-])([O-])=O.[K+].[K+] (potassium carbonate), O1C=C(C=C1)C(=O)OCC (ethyl 3-furoate), BrC(C)Br (dibromoethane). Yields the product CCC(Oc1ccc(OCc2ccc(C#N)cc2)cc1)C(=O)NC. Reaction SMILES: [Br:16][CH2:17][c:18]1[cH:19][cH:20][c:21]([C:22]#[N:23])[cH:24][cH:25]1.[C:26](=[O:27])([O-:28])[O-:29].[CH3:32][C:33](=[O:34])[CH2:35][CH3:36].[K+:30].[K+:31].[OH:1][c:2]1[cH:3][cH:4][c:5]([O:6][CH:7]([C:8](=[O:9])[NH:10][CH3:11])[CH2:12][CH3:13])[cH:14][cH:15]1>>[O:1]([c:2]1[cH:3][cH:4][c:5]([O:6][CH:7]([C:8](=[O:9])[NH:10][CH3:11])[CH2:12][CH3:13])[cH:14][cH:15]1)[CH2:17][c:18]1[cH:19][cH:20][c:21]([C:22]#[N:23])[cH:24][cH:25]1. Reactants: N#Cc1ccc(CBr)cc1, O=C([O-])[O-], CCC(C)=O, [K+], [K+], CCC(Oc1ccc(O)cc1)C(=O)NC. The reactants are ClC1=C(C(=O)NC2CC2)C=C(C(=C1)[N+](=O)[O-])[N+](=O)[O-] (2-Chloro-N-cyclopropyl-4,5-dinitrobenzamide), [Cl-].[NH4+] (ammonium chloride). The reagents and catalysts are [Fe] (iron). Run in C(C)O (ethanol), O (water). Run at temperature 60 celsius. Yields the product NC1=CC(=C(C(=O)NC2CC2)C=C1N)Cl (4,5-diamino-2-chloro-N-cyclopropylbenzamide). Yield: 67.4%. RXN SMILES: [Cl:1][C:2]1[CH:13]=[C:12]([N+:14]([O-])=O)[C:11]([N+:17]([O-])=O)=[CH:10][C:3]=1[C:4]([NH:6][CH:7]1[CH2:9][CH2:8]1)=[O:5].[Cl-].[NH4+]>C(O)C.O.[Fe]>[NH2:14][C:12]1[C:11]([NH2:17])=[CH:10][C:3]([C:4]([NH:6][CH:7]2[CH2:9][CH2:8]2)=[O:5])=[C:2]([Cl:1])[CH:13]=1 |f:1.2|. Procedure: 2-Chloro-N-cyclopropyl-4,5-dinitrobenzamide (7.5 g, 26.3 mmol) was initially charged in ethanol (200 ml) and water (40 ml). At room temperature, ammonium chloride (2.53 g, 47.4 mmol) was added and the reaction mixture was heated to 60° C. At this temperature, iron powder (14.7 g, 263 mmol) was added in portions and the reaction mixture was then heated under reflux for 4 h. The ethanol was removed under reduced pressure and the remaining aqueous suspension was filtered through Celite. The filtrat... The reactants are C(C)OC(=S)SC1=C(CO)C=C(C=C1)C (2-Ethoxythiocarbonylthio-5-methyl-benzyl alcohol), O1CCCC=C1 (dihydropyran), C1(=CC=C(C=C1)S(=O)(=O)O)C (p-toluenesulphonic acid). Solvent: C(Cl)Cl (methylene chloride). Product: C(C)OC(=S)SC1=C(C=C(C=C1)C)COC1OCCCC1 (4-Ethoxythiocarbonylthio-3-(2-tetrahydropyranyloxymethyl)-toluene). Reaction SMILES: [CH2:1]([O:3][C:4]([S:6][C:7]1[CH:14]=[CH:13][C:12]([CH3:15])=[CH:11][C:8]=1[CH2:9][OH:10])=[S:5])[CH3:2].[O:16]1[CH:21]=[CH:20][CH2:19][CH2:18][CH2:17]1.C1(C)C=CC(S(O)(=O)=O)=CC=1>C(Cl)Cl>[CH2:1]([O:3][C:4]([S:6][C:7]1[CH:14]=[CH:13][C:12]([CH3:15])=[CH:11][C:8]=1[CH2:9][O:10][CH:17]1[CH2:18][CH2:19][CH2:20][CH2:21][O:16]1)=[S:5])[CH3:2]. Procedure details: 38.2 g (0.158 mol) of the compound from Example 7, dissolved in 500 ml of abs. methylene chloride, are treated with 19.8 g (0.24 mol) of dihydropyran and a spatula tipful of p-toluenesulphonic acid and the mixture is stirred at 25° C. for 14 h. It is washed with aqueous sodium hydrogen carbonate solution and water, dried over sodium sulphate and concentrated in vacuo, and the residue is chromatographed on a silica gel column using petroleum ether.